From a dataset of the Open Reaction Database (ORD), a public repository of structured organic reaction records. describe an organic reaction: reactants, conditions, products, and yield The reactants are CCN1CCOCC1, CCN=C=NCCCN(C)C, CN(C)C=O, Cn1ccc2c(Cl)ncc(C(=O)O)c21, Cl, O, On1nnc2ccccc21, O=S1(=O)CCNCC1. The product is Cn1ccc2c(Cl)ncc(C(=O)N3CCS(=O)(=O)CC3)c21. As a reaction SMILES: [CH2:36]([N:37]1[CH2:38][CH2:39][O:40][CH2:41][CH2:42]1)[CH3:43].[CH3:15][N:16]([CH3:17])[CH2:18][CH2:19][CH2:20][N:21]=[C:22]=[N:23][CH2:24][CH3:25].[CH3:53][N:54]([CH3:55])[CH:56]=[O:57].[Cl:1][c:2]1[n:3][cH:4][c:5]([C:12](=[O:13])[OH:14])[c:6]2[c:7]1[cH:8][cH:9][n:10]2[CH3:11].[ClH:44].[OH2:58].[OH:26][n:27]1[c:28]2[cH:29][cH:30][cH:31][cH:32][c:33]2[n:34][n:35]1.[S:45]1(=[O:51])(=[O:52])[CH2:46][CH2:47][NH:48][CH2:49][CH2:50]1>>[Cl:1][c:2]1[n:3][cH:4][c:5]([C:12](=[O:14])[N:48]2[CH2:47][CH2:46][S:45](=[O:51])(=[O:52])[CH2:50][CH2:49]2)[c:6]2[c:7]1[cH:8][cH:9][n:10]2[CH3:11]. Reactants: NC[C@@H]1[C@H]2C[C@H]2CN1C(=O)C=1N=C(SC1C=1C=C(C=CC1)C)C (((1S,2S,5R)-2-Aminomethyl-3-aza-bicyclo[3.1.0]hex-3-yl)-(2-methyl-5-m-tolyl-thiazol-4-yl)-methanone), O1CCCC=2C(=CC=CC12)C(=O)O (Chroman-5-carboxylic acid). Product: CC=1SC(=C(N1)C(=O)N1[C@@H]([C@H]2C[C@H]2C1)CNC(=O)C=1C=2CCCOC2C=CC1)C=1C=C(C=CC1)C (Chroman-5-carboxylic Acid[(1S,2S,5R)-3-(2-methyl-5-m-tolyl-thiazole-4-carbonyl)-3-aza-bicyclo[3.1.0]hex-2-ylmethyl]-amide). Reaction SMILES: [NH2:1][CH2:2][C@H:3]1[N:8]([C:9]([C:11]2[N:12]=[C:13]([CH3:23])[S:14][C:15]=2[C:16]2[CH:17]=[C:18]([CH3:22])[CH:19]=[CH:20][CH:21]=2)=[O:10])[CH2:7][C@H:6]2[C@@H:4]1[CH2:5]2.[O:24]1[C:33]2[CH:32]=[CH:31][CH:30]=[C:29]([C:34](O)=[O:35])[C:28]=2[CH2:27][CH2:26][CH2:25]1>>[CH3:23][C:13]1[S:14][C:15]([C:16]2[CH:17]=[C:18]([CH3:22])[CH:19]=[CH:20][CH:21]=2)=[C:11]([C:9]([N:8]2[CH2:7][C@H:6]3[C@H:4]([CH2:5]3)[C@H:3]2[CH2:2][NH:1][C:34]([C:29]2[C:28]3[CH2:27][CH2:26][CH2:25][O:24][C:33]=3[CH:32]=[CH:31][CH:30]=2)=[O:35])=[O:10])[N:12]=1. Procedure: prepared by reaction of ((1S,2S,5R)-2-Aminomethyl-3-aza-bicyclo[3.1.0]hex-3-yl)-(2-methyl-5-m-tolyl-thiazol-4-yl)-methanone with Chroman-5-carboxylic acid. Starting materials: ClC(Cl)(Cl)C1=CC=CC=C1 (trichloromethylbenzene), C[O-].[Na+] (sodium methylate), C[C@H]1C[C@H]2[C@@]34[C@@H](C[C@]5([C@@H]([C@@H]3[C@H]6[C@](O6)([C@H]([C@@]2([C@H]1O)O)O)CO)OC(O5)(O4)C=7C=CC=CC7)C(=C)C)C (orthobenzoate). The product is COC(C1=CC=CC=C1)(OC)OC (Methyl orthobenzoate). Isolated yield 51.0%. Reaction SMILES: ClC(C1C=CC=CC=1)(Cl)Cl.C[O-].[Na+].C[C@@H]1[C@H](O)[C@]2(O)[C@H]([C@:18]34[O:38][C:36]5([C:39]6[CH:40]=[CH:41][CH:42]=[CH:43][CH:44]=6)[O:37][C@:21](C(C)=C)([C@H:22]([O:35]5)[C@@H]3[C@@H]3O[C@]3(CO)[C@H]2O)C[C@H]4C)C1>>[CH3:21][O:37][C:36]([O:35][CH3:22])([O:38][CH3:18])[C:39]1[CH:40]=[CH:41][CH:42]=[CH:43][CH:44]=1 |f:1.2|. Reported procedure: Methyl orthobenzoate is prepared by reacting one mole of trichloromethylbenzene with 3.15 moles of sodium methylate in methanolic solution for 20 hours at reflux. After filtration and rectification almost pure methyl orthobenzoate is obtained in a yield of 51%. The orthobenzoate has a boiling point at 15-16 torr of 102°-103° C, and nD25 of 1.4858, and contains 0.8% Cl. Reactants: ClC=1C=CC(=C(C(=O)Cl)C1)OC (5-chloro-2-methoxybenzoic acid chloride), CS(=O)C (dimethylsulfoxide), C(C1=CC=CC=C1)(C1=CC=CC=C1)NCCCC(=O)OCC (ethyl 4-benzhydrylaminobutyrate), C(C)N(C(C)C)C(C)C (ethyl diisopropylamine). The solvent is C1=CC=CC=C1 (benzene), C1=CC=CC=C1 (benzene). The product is ClC=1C=CC(=C(C(=O)N(CCCC(=O)OCC)C(C2=CC=CC=C2)C2=CC=CC=C2)C1)OC (ethyl N-(5-chloro-2-methoxybenzoyl)-4-benzhydrylaminobutyrate). Yield: 99.0%. As a reaction SMILES: [CH:1]([NH:14][CH2:15][CH2:16][CH2:17][C:18]([O:20][CH2:21][CH3:22])=[O:19])([C:8]1[CH:13]=[CH:12][CH:11]=[CH:10][CH:9]=1)[C:2]1[CH:7]=[CH:6][CH:5]=[CH:4][CH:3]=1.C(N(C(C)C)C(C)C)C.[Cl:32][C:33]1[CH:34]=[CH:35][C:36]([O:42][CH3:43])=[C:37]([CH:41]=1)[C:38](Cl)=[O:39].CS(C)=O>C1C=CC=CC=1>[Cl:32][C:33]1[CH:34]=[CH:35][C:36]([O:42][CH3:43])=[C:37]([CH:41]=1)[C:38]([N:14]([CH:1]([C:8]1[CH:9]=[CH:10][CH:11]=[CH:12][CH:13]=1)[C:2]1[CH:3]=[CH:4][CH:5]=[CH:6][CH:7]=1)[CH2:15][CH2:16][CH2:17][C:18]([O:20][CH2:21][CH3:22])=[O:19])=[O:39]. Procedure details: Analogously to Example 19, 8.9 g of ethyl 4-benzhydrylaminobutyrate and 4.3 g of ethyl diisopropylamine are dissolved in 80 ml of benzene and reacted with a solution of 6.8 g of 5-chloro-2-methoxybenzoic acid chloride in 20 ml of benzene. As reaction product one obtains 13.8 g (99% of theory) of ethyl N-(5-chloro-2-methoxybenzoyl)-4-benzhydrylaminobutyrate as a viscous non-distillable oil. The saponification of this ester yields 11.1 g (85.6% of theory) of N-(5-chloro-2-methoxybenzoyl)-4-benzhyd... Reactants: ClC=1C=C2C(=NC=NC2=C(C1)I)N (6-chloro-8-iodo-quinazolin-4-amine), CN(C=O)C (dimethylformamide). Reagents/catalysts: [C-]#N.[Zn+2].[C-]#N (zinc cyanide), [Pd] (palladium). The solvent is ClCCl (dichloromethane), O (water). Conditions: temperature 110 celsius, time 8 hour. Yields the product NC1=NC=NC2=C(C=C(C=C12)Cl)C#N (4-amino-6-chloro-quinazoline-8-carbonitrile). Reaction SMILES: [Cl:1][C:2]1[CH:3]=[C:4]2[C:9](=[C:10](I)[CH:11]=1)[N:8]=[CH:7][N:6]=[C:5]2[NH2:13].[CH3:14][N:15](C)C=O>ClCCl.O.[C-]#N.[Zn+2].[C-]#N.[Pd]>[NH2:13][C:5]1[C:4]2[C:9](=[C:10]([C:14]#[N:15])[CH:11]=[C:2]([Cl:1])[CH:3]=2)[N:8]=[CH:7][N:6]=1 |f:4.5.6|. Reported procedure: To an 8 mL screw-cap vial was added 6-chloro-8-iodo-quinazolin-4-amine (450 mg, 1.47 mmol), dimethylformamide (2 mL), zinc cyanide (0.65 equiv., 1.0 mmol, 115 mg), and palladium tetra is(triphenylphosphine), (0.1 equiv., 0.15 mmol), 179 mg). The reaction was capped and shaken at 110° C. overnight. The reaction was cooled to room temperature, diluted with 3 mL of dichloromethane, and 2 mL of water was added. The precipitate that followed was collected by filtration, and washed with water, then di... Reactants: O=C([O-])O, O=C(COCc1ccccc1)N1CCC(O)(c2ccc(Cl)cc2Cl)CC1, CCOC(C)=O, [Na+], O=C(O)C(F)(F)F. The product is O=C(COCc1ccccc1)N1CC=C(c2ccc(Cl)cc2Cl)CC1. As a reaction SMILES: [C:33](=[O:34])([OH:35])[O-:36].[CH2:1]([c:2]1[cH:3][cH:4][cH:5][cH:6][cH:7]1)[O:8][CH2:9][C:10](=[O:11])[N:12]1[CH2:13][CH2:14][C:15]([OH:18])([c:19]2[c:20]([Cl:26])[cH:21][c:22]([Cl:25])[cH:23][cH:24]2)[CH2:16][CH2:17]1.[CH3:27][CH2:28][O:29][C:30](=[O:31])[CH3:32].[Na+:37].[OH:38][C:39]([C:40]([F:41])([F:42])[F:43])=[O:44]>>[CH2:1]([c:2]1[cH:3][cH:4][cH:5][cH:6][cH:7]1)[O:8][CH2:9][C:10](=[O:11])[N:12]1[CH2:13][CH:14]=[C:15]([c:19]2[c:20]([Cl:26])[cH:21][c:22]([Cl:25])[cH:23][cH:24]2)[CH2:16][CH2:17]1. The reactants are BrCc1ccccc1, CCOC(=O)C1CCN(C(=O)c2ccccc2)CC1, C[Si](C)(C)[N-][Si](C)(C)C, CCOC(C)=O, Cl, [Li+], C1CCOC1. Yields the product CCOC(=O)C1(Cc2ccccc2)CCN(C(=O)c2ccccc2)CC1. RXN SMILES: [Br:30][CH2:31][c:32]1[cH:33][cH:34][cH:35][cH:36][cH:37]1.[C:11]([c:12]1[cH:13][cH:14][cH:15][cH:16][cH:17]1)(=[O:18])[N:19]1[CH2:20][CH2:21][CH:22]([C:25](=[O:26])[O:27][CH2:28][CH3:29])[CH2:23][CH2:24]1.[CH3:1][Si:2]([N-:3][Si:4]([CH3:5])([CH3:6])[CH3:7])([CH3:8])[CH3:9].[CH3:44][CH2:45][O:46][C:47](=[O:48])[CH3:49].[ClH:43].[Li+:10].[O:38]1[CH2:39][CH2:40][CH2:41][CH2:42]1>>[C:11]([c:12]1[cH:13][cH:14][cH:15][cH:16][cH:17]1)(=[O:18])[N:19]1[CH2:20][CH2:21][C:22]([C:25](=[O:26])[O:27][CH2:28][CH3:29])([CH2:31][c:32]2[cH:33][cH:34][cH:35][cH:36][cH:37]2)[CH2:23][CH2:24]1. Reactants: N (ammonia), CN1C(CCC1)=O (N-methylpyrrolidone), FC1=CC=CC2=C1CC(C1=C(S2)C=CC(=C1)OC)=O (9-fluoro-2-methoxy-10,11-dihydro-11-oxo-dibenzo[b,f]-thiepin), [Cu](C#N)C#N (copper cyanide). Reagents/catalysts: S(=O)(=O)([O-])[O-].[Cu+2] (copper sulfate). The solvent is O (water). Reaction conditions: time 14 hour. Product: C(#N)C1=CC=CC2=C1CC(C1=C(S2)C=CC(=C1)OC)=O (9-cyano-2-methoxy-10,11-dihydro-11-oxo-dibenzo[b,f]thiepin). Reaction SMILES: [CH3:1][N:2]1CCCC1=O.F[C:9]1[C:14]2[CH2:15][C:16](=[O:26])[C:17]3[CH:23]=[C:22]([O:24][CH3:25])[CH:21]=[CH:20][C:18]=3[S:19][C:13]=2[CH:12]=[CH:11][CH:10]=1.[Cu](C#N)C#N.N>S([O-])([O-])(=O)=O.[Cu+2].O>[C:1]([C:9]1[C:14]2[CH2:15][C:16](=[O:26])[C:17]3[CH:23]=[C:22]([O:24][CH3:25])[CH:21]=[CH:20][C:18]=3[S:19][C:13]=2[CH:12]=[CH:11][CH:10]=1)#[N:2] |f:4.5|. Reported procedure: To 50 ml of N-methylpyrrolidone were added 5.8 g of 9-fluoro-2-methoxy-10,11-dihydro-11-oxo-dibenzo[b,f]-thiepin, 5.4 g of copper cyanide and 0.2 g anhydrous copper sulfate, and the resulting mixture was heated with stirring at 230°-240° C. for 14 hours. After cooling, to the reaction mixture were added 200 ml of 28% aqueous ammonia and 320 ml of water, and the resulting mixture was extracted with benzene. The aqueous and benzene layers were filtered through celite. The collected benzene layer w... Starting materials: O=C1C(=CN(C2=CC=CN=C12)CC1=C(C=CC=C1)C1=CC(=CC=C1)C(F)(F)F)C(=O)OCC (ethyl 4-oxo-1-((3′-(trifluoromethyl)biphenyl-2-yl)methyl)-1,4-dihydro-1,5-naphthyridine-3-carboxylate), O.[OH-].[Li+] (lithium hydroxide monohydrate), CN(C=O)C (dimethylformamide). Run in O (water), CO (methanol), C(C)#N (acetonitrile), O (water). Conditions: time 15 hour. Yields the product O=C1C(=CN(C2=CC=CN=C12)CC1=C(C=CC=C1)C1=CC(=CC=C1)C(F)(F)F)C(=O)O (4-oxo-1-((3′-(trifluoromethyl)biphenyl-2-yl)methyl)-1,4-dihydro-1,5-naphthyridine-3-carboxylic acid). The yield is 55.2%. As a reaction SMILES: [O:1]=[C:2]1[C:11]2[C:6](=[CH:7][CH:8]=[CH:9][N:10]=2)[N:5]([CH2:12][C:13]2[CH:18]=[CH:17][CH:16]=[CH:15][C:14]=2[C:19]2[CH:24]=[CH:23][CH:22]=[C:21]([C:25]([F:28])([F:27])[F:26])[CH:20]=2)[CH:4]=[C:3]1[C:29]([O:31]CC)=[O:30].O.[OH-].[Li+].CN(C)C=O>CO.O.C(#N)C>[O:1]=[C:2]1[C:11]2[C:6](=[CH:7][CH:8]=[CH:9][N:10]=2)[N:5]([CH2:12][C:13]2[CH:18]=[CH:17][CH:16]=[CH:15][C:14]=2[C:19]2[CH:24]=[CH:23][CH:22]=[C:21]([C:25]([F:28])([F:27])[F:26])[CH:20]=2)[CH:4]=[C:3]1[C:29]([OH:31])=[O:30] |f:1.2.3|. Procedure: To a light brown solution of ethyl 4-oxo-1-((3′-(trifluoromethyl)biphenyl-2-yl)methyl)-1,4-dihydro-1,5-naphthyridine-3-carboxylate (32) (114 mg, 0.252 mmol) in methanol (10 mL) was added the solid lithium hydroxide monohydrate (211 mg, 5.04 mmol) at room temperature under a nitrogen atmosphere. The resulting brown solution was stirred for 15 h at which time LCMS analysis indicated the absence of starting material. Then, the reaction mixture was diluted with water and the methanol was removed und... The reactants are BrB(Br)Br, COc1ccc2nc(NC3CCCCC3O)sc2c1, ClCCl. Yields the product Oc1ccc2nc(NC3CCCCC3O)sc2c1. Reaction SMILES: [B:20]([Br:21])([Br:22])[Br:23].[CH3:1][O:2][c:3]1[cH:4][c:5]2[c:6]([n:7][c:8]([NH:10][CH:11]3[CH:12]([OH:17])[CH2:13][CH2:14][CH2:15][CH2:16]3)[s:9]2)[cH:18][cH:19]1.[Cl:24][CH2:25][Cl:26]>>[OH:2][c:3]1[cH:4][c:5]2[c:6]([n:7][c:8]([NH:10][CH:11]3[CH:12]([OH:17])[CH2:13][CH2:14][CH2:15][CH2:16]3)[s:9]2)[cH:18][cH:19]1.